Dataset: the Open Reaction Database (ORD), a public repository of structured organic reaction records. Task: describe an organic reaction: reactants, conditions, products, and yield Reactants: [Al+3], C1CCOC1, COC=O, NC=O, ClCCl, [H-], [H-], [H-], [H-], [Li+], NCCc1ccc(-c2ccccc2)cc1. Yields the product CNCCc1ccc(-c2ccccc2)cc1. Reaction SMILES: [Al+3:24].[CH2:29]1[O:30][CH2:31][CH2:32][CH2:33]1.[CH:16]([O:17][CH3:18])=[O:19].[CH:20]([NH2:21])=[O:22].[Cl:34][CH2:35][Cl:36].[H-:23].[H-:26].[H-:27].[H-:28].[Li+:25].[c:1]1(-[c:7]2[cH:8][cH:9][c:10]([CH2:11][CH2:12][NH2:13])[cH:14][cH:15]2)[cH:2][cH:3][cH:4][cH:5][cH:6]1>>[c:1]1(-[c:7]2[cH:8][cH:9][c:10]([CH2:11][CH2:12][NH:13][CH3:16])[cH:14][cH:15]2)[cH:2][cH:3][cH:4][cH:5][cH:6]1. Reactants: C(C)(C)N(CC)C(C)C (diisopropylethylamine), C(C1=CC=CC=C1)OC=1C=C2C=C(N(C2=CC1)CC1=CC(=CC=C1)C#N)C(=O)O (5-benzyloxy-1-(3-cyano-benzyl)-1H-indole-2-carboxylic acid), C1(=CC=CC=C1)[C@@H](C)N ((R)-1-phenyl-ethyl-amine), C1(=CC=CC=C1)P(=O)(C1=CC=CC=C1)N=[N+]=[N-] (diphenylphosphoryl azide). The product is C(C)(=O)O.C1(=CC=CC=C1)[C@@H](C)NC(=O)C=1N(C2=CC=C(C=C2C1)OCC1=CC=CC=C1)CC1=CC(=CC=C1)C(N)=N ((R)-1-(3-Amidino-benzyl)-5-benzyloxy-1H-indole-2-carboxylic acid (1-phenyl-ethyl)-amide acetic acid salt). The yield is 73.0%. Reaction SMILES: [CH2:1]([O:8][C:9]1[CH:10]=[C:11]2[C:15](=[CH:16][CH:17]=1)[N:14]([CH2:18][C:19]1[CH:24]=[CH:23][CH:22]=[C:21]([C:25]#[N:26])[CH:20]=1)[C:13]([C:27]([OH:29])=[O:28])=[CH:12]2)[C:2]1[CH:7]=[CH:6][CH:5]=[CH:4][CH:3]=1.[C:30]1([C@H:36]([NH2:38])[CH3:37])[CH:35]=[CH:34][CH:33]=[CH:32][CH:31]=1.C1(P([N:53]=[N+]=[N-])(C2C=CC=CC=2)=O)C=CC=CC=1.C(N(C(C)C)CC)(C)C>>[C:27]([OH:29])(=[O:28])[CH3:13].[C:30]1([C@H:36]([NH:38][C:27]([C:13]2[N:14]([CH2:18][C:19]3[CH:24]=[CH:23][CH:22]=[C:21]([C:25](=[NH:26])[NH2:53])[CH:20]=3)[C:15]3[C:11]([CH:12]=2)=[CH:10][C:9]([O:8][CH2:1][C:2]2[CH:3]=[CH:4][CH:5]=[CH:6][CH:7]=2)=[CH:17][CH:16]=3)=[O:29])[CH3:37])[CH:35]=[CH:34][CH:33]=[CH:32][CH:31]=1 |f:4.5|. Procedure details: This compound was prepared from 5-benzyloxy-1-(3-cyano-benzyl)-1H-indole-2-carboxylic acid and (R)-1-phenyl-ethyl-amine by using diphenylphosphoryl azide and diisopropylethylamine as described in example 3/1. The crude material was purified by flash chromatography on silica gel with dichloromethane to give the desired product in 73% yield. M.p. 169-170° C. MS: 486.3 (M+H+). The reactants are C(#N)[BH3-].[Na+] (sodium cyanoborohydride), C(C)(=O)O (acetic acid), COC(=O)N1C(=CC2=C(C(=CC=C12)Cl)CC(=O)OCC)C=O (5-Chloro-4-ethoxycarbonylmethyl-2-formyl-indole-1-carboxylic acid methyl ester), CNC (dimethylamine), solution, C(=O)(O)[O-].[Na+] (NaHCO3). Run in CO (methanol), CCOC(=O)C (EtOAc), C1CCOC1 (THF), CCO (EtOH). Run at time 18 hour. The product is C(C)OC(CC1=C2C=C(NC2=CC=C1Cl)CN(C)C)=O ((5-Chloro-2-dimethylaminomethyl-1H-indol-4-yl)-acetic acid ethyl ester). As a reaction SMILES: COC([N:5]1[C:13]2[C:8](=[C:9]([CH2:15][C:16]([O:18][CH2:19][CH3:20])=[O:17])[C:10]([Cl:14])=[CH:11][CH:12]=2)[CH:7]=[C:6]1[CH:21]=O)=O.[CH3:23][NH:24][CH3:25].C([BH3-])#N.[Na+].C(O)(=O)C.C([O-])(O)=O.[Na+]>C1COCC1.CCO.CO.CCOC(C)=O>[CH2:19]([O:18][C:16](=[O:17])[CH2:15][C:9]1[C:10]([Cl:14])=[CH:11][CH:12]=[C:13]2[C:8]=1[CH:7]=[C:6]([CH2:21][N:24]([CH3:25])[CH3:23])[NH:5]2)[CH3:20] |f:2.3,5.6|. Procedure details: 5-Chloro-4-ethoxycarbonylmethyl-2-formyl-indole-1-carboxylic acid methyl ester (350 mg, 1.08 mmol) is dissolved in dry THF (10 ml) under an atmosphere of argon, and dimethylamine (290 microL of a 5.6 M solution in EtOH, 1.62 mmol) is added at RT. The reaction mixture is stirred at RT for 18 hours. A solution of sodium cyanoborohydride (82 mg, 1.29 mmol) in methanol (3 ml) and acetic acid (310 microL, 5.40 mmol) is then added. Stirring is continued for 3 hours at RT. TLC analysis indicates comple... The reactants are O=C1CCC(=O)N1Br, ClCCl, O, CC1(C)COc2cc(O)c(C=O)cc21. The product is CC1(C)COc2c1cc(C=O)c(O)c2Br. RXN SMILES: [Br:15][N:16]1[C:17](=[O:18])[CH2:19][CH2:20][C:21]1=[O:22].[CH2:24]([Cl:25])[Cl:26].[OH2:23].[OH:1][c:2]1[cH:3][c:4]2[c:5]([cH:11][c:12]1[CH:13]=[O:14])[C:6]([CH3:9])([CH3:10])[CH2:7][O:8]2>>[OH:1][c:2]1[c:3]([Br:15])[c:4]2[c:5]([cH:11][c:12]1[CH:13]=[O:14])[C:6]([CH3:9])([CH3:10])[CH2:7][O:8]2. Reactants: CC=1SC(=C(N1)C)C(O)C1=CN=NN1C ((2,4-dimethylthiazol-5-yl)(1-methyl-1H-1,2,3-triazol-5-yl)methanol), Intermediate 23, [Al] (aluminum). The reagents and catalysts are O=[Mn]=O (MnO2). The solvent is O1CCOCC1 (1,4-dioxane). Run at time 1.5 hour. The product is CC=1SC(=C(N1)C)C(=O)C1=CN=NN1C ((2,4-Dimethylthiazol-5-yl)(1-methyl-1H-1,2,3-triazol-5-yl)methanone). RXN SMILES: [CH3:1][C:2]1[S:3][C:4]([CH:8]([C:10]2[N:14]([CH3:15])[N:13]=[N:12][CH:11]=2)[OH:9])=[C:5]([CH3:7])[N:6]=1.[Al]>O=[Mn]=O.O1CCOCC1>[CH3:1][C:2]1[S:3][C:4]([C:8]([C:10]2[N:14]([CH3:15])[N:13]=[N:12][CH:11]=2)=[O:9])=[C:5]([CH3:7])[N:6]=1. Procedure details: To a 500 mL flask containing (2,4-dimethylthiazol-5-yl)(1-methyl-1H-1,2,3-triazol-5-yl)methanol (10.5 g, 46.8 mmol, Intermediate 23: step a) was added 1,4-dioxane (400 mL) and the contents were warmed to form a homogeneous solution. Activated MnO2 (18 g, 207 mmol) was added and the dark brownish mixture was heated to reflux in an aluminum heating mantle under an atmosphere of N2. After 1.5 hours, the contents were filtered while still hot through Celite® and rinsed with warm THF. The resulting l... Reactants: O=[O+][O-] (ozone), C(C1=CC=CC=C1)O[C@H]1[C@@H]([C@H]([C@H]2O[C@@H]1CO2)C=C)O (1,6-anhydro-4-O-benzyl-2-deoxy-2-C-vinyl-β-D-glucopyranose), [BH4-].[Na+] (NaBH4), [BH4-].[Na+] (NaBH4), ozonide, H+. Solvent: C(C)O (ethanol), C(C)O.O (ethanol water). Conditions: time 30 minute. Yields the product C(C1=CC=CC=C1)O[C@H]1[C@@H]([C@H]([C@H]2O[C@@H]1CO2)CO)O (1,6-anhydro-4-O-benzyl-2-deoxy-2-C-hydroxymethyl-β-D-glucopyranose). As a reaction SMILES: [O:1]=[O+][O-].[CH2:4]([O:11][C@@H:12]1[C@H:17]2[CH2:18][O:19][C@H:15]([O:16]2)[C@H:14]([CH:20]=C)[C@H:13]1[OH:22])[C:5]1[CH:10]=[CH:9][CH:8]=[CH:7][CH:6]=1.[BH4-].[Na+]>C(O)C.C(O)C.O>[CH2:4]([O:11][C@@H:12]1[C@H:17]2[CH2:18][O:19][C@H:15]([O:16]2)[C@H:14]([CH2:20][OH:1])[C@H:13]1[OH:22])[C:5]1[CH:10]=[CH:9][CH:8]=[CH:7][CH:6]=1 |f:2.3,5.6|. Reported procedure: A stream of ozone (0.36 mmol/min) was passed through a solution of 1,6-anhydro-4-O-benzyl-2-deoxy-2-C-vinyl-β-D-glucopyranose (8, 3.36 g, 12.8 mmol) in ethanol (100 ml) for 43.5 minutes. The solution of the ozonide was transferred to a three-necked round bottomed flask equipped with a thermometer and a dropping funnel containing a solution of NaBH4 (3.87 g, 102 mmol) in ethanol/water 1:1 (35 ml). The solution of NaBH4 was added dropwise in such a manner to keep the temperature below 20° C. (cool... The reactants are CCOC(C)=O, COCCOC, OB(O)c1ccc(OC2CCCCC2)nc1, Nc1nccnc1Cl, [Na+], [Na+], O=C([O-])[O-], O, c1ccc(P(c2ccccc2)(c2ccccc2)[Pd](P(c2ccccc2)(c2ccccc2)c2ccccc2)(P(c2ccccc2)(c2ccccc2)c2ccccc2)P(c2ccccc2)(c2ccccc2)c2ccccc2)cc1. Yields the product Nc1nccnc1-c1ccc(OC2CCCCC2)nc1. RXN SMILES: [CH3:31][CH2:32][O:33][C:34]([CH3:35])=[O:36].[CH3:37][O:38][CH2:39][CH2:40][O:41][CH3:42].[CH:9]1([O:15][c:16]2[cH:17][cH:18][c:19]([B:22]([OH:23])[OH:24])[cH:20][n:21]2)[CH2:10][CH2:11][CH2:12][CH2:13][CH2:14]1.[Cl:1][c:2]1[c:3]([NH2:8])[n:4][cH:5][cH:6][n:7]1.[Na+:25].[Na+:26].[O-:27][C:28](=[O:29])[O-:30].[OH2:43].[cH:44]1[cH:45][cH:46][c:47]([P:48]([Pd:49]([P:50]([c:51]2[cH:52][cH:53][cH:54][cH:55][cH:56]2)([c:57]2[cH:58][cH:59][cH:60][cH:61][cH:62]2)[c:63]2[cH:64][cH:65][cH:66][cH:67][cH:68]2)([P:69]([c:70]2[cH:71][cH:72][cH:73][cH:74][cH:75]2)([c:76]2[cH:77][cH:78][cH:79][cH:80][cH:81]2)[c:82]2[cH:83][cH:84][cH:85][cH:86][cH:87]2)[P:88]([c:89]2[cH:90][cH:91][cH:92][cH:93][cH:94]2)([c:95]2[cH:96][cH:97][cH:98][cH:99][cH:100]2)[c:101]2[cH:102][cH:103][cH:104][cH:105][cH:106]2)([c:107]2[cH:108][cH:109][cH:110][cH:111][cH:112]2)[c:113]2[cH:114][cH:115][cH:116][cH:117][cH:118]2)[cH:119][cH:120]1>>[c:2]1(-[c:19]2[cH:18][cH:17][c:16]([O:15][CH:9]3[CH2:10][CH2:11][CH2:12][CH2:13][CH2:14]3)[n:21][cH:20]2)[c:3]([NH2:8])[n:4][cH:5][cH:6][n:7]1.